From a dataset of the Open Reaction Database (ORD), a public repository of structured organic reaction records. describe an organic reaction: reactants, conditions, products, and yield Starting materials: Cl (HCl), N[C@H]1[C@@H](CCCC1)CC1=CC(=C(C=C1)N1CC(N(S1(=O)=O)CC[Si](C)(C)C)=O)OCC1=CC=CC=C1 (5-[4-((1S*,2R*)-2-aminocyclohexylmethyl)-2-benzyloxy-phenyl]-1,1-dioxo-2-(2-trimethylsilanylethyl)-1,2,5-thiadiazolidin-3-one), C(C)(C)N(CC)C(C)C (diisopropylethylamine), CS(=O)(=O)Cl (methanesulfonyl chloride). Run in C(Cl)Cl (methylene chloride). Conditions: time 14 hour. Yields the product C(C1=CC=CC=C1)OC=1C=C(C[C@H]2[C@@H](CCCC2)NS(=O)(=O)C)C=CC1N1S(N(C(C1)=O)CC[Si](C)(C)C)(=O)=O (N-((1R*,2S*)-2-{3-Benzyloxy-4-[1,1,4-trioxo-5-(2-trimethylsilanylethyl)-1,2,5-thiadiazolidin-2-yl]-benzyl}-cyclohexyl)-methanesulfonamide). RXN SMILES: [NH2:1][C@@H:2]1[CH2:7][CH2:6][CH2:5][CH2:4][C@H:3]1[CH2:8][C:9]1[CH:14]=[CH:13][C:12]([N:15]2[S:19](=[O:21])(=[O:20])[N:18]([CH2:22][CH2:23][Si:24]([CH3:27])([CH3:26])[CH3:25])[C:17](=[O:28])[CH2:16]2)=[C:11]([O:29][CH2:30][C:31]2[CH:36]=[CH:35][CH:34]=[CH:33][CH:32]=2)[CH:10]=1.C(N(C(C)C)CC)(C)C.[CH3:46][S:47](Cl)(=[O:49])=[O:48].Cl>C(Cl)Cl>[CH2:30]([O:29][C:11]1[CH:10]=[C:9]([CH:14]=[CH:13][C:12]=1[N:15]1[CH2:16][C:17](=[O:28])[N:18]([CH2:22][CH2:23][Si:24]([CH3:26])([CH3:27])[CH3:25])[S:19]1(=[O:21])=[O:20])[CH2:8][C@@H:3]1[CH2:4][CH2:5][CH2:6][CH2:7][C@H:2]1[NH:1][S:47]([CH3:46])(=[O:49])=[O:48])[C:31]1[CH:32]=[CH:33][CH:34]=[CH:35][CH:36]=1. Procedure: To a solution of 5-[4-((1S*,2R*)-2-aminocyclohexylmethyl)-2-benzyloxy-phenyl]-1,1-dioxo-2-(2-trimethylsilanylethyl)-1,2,5-thiadiazolidin-3-one (153 mg, 0.238 mmol) and diisopropylethylamine (92 mg, 0.712 mmol) in methylene chloride (5 mL) is added methanesulfonyl chloride (30 mg, 0.258 mmol) and the mixture is stirred at RT for 14 h. The mixture is poured into 1N HCl and extracted with EtOAc and the organic phase is washed with saturated NaHCO3. The organic phase is dried over magnesium sulfate ... The reactants are ClCCl, Sc1ccc(Cl)cc1, CCCCC(O)c1cc(F)ccc1F, CC(C)OC(=O)N=NC(=O)OC(C)C, c1ccc(P(c2ccccc2)c2ccccc2)cc1. The product is CCCCC(Sc1ccc(Cl)cc1)c1cc(F)ccc1F. Reaction SMILES: [CH2:56]([Cl:57])[Cl:58].[Cl:1][c:2]1[cH:3][cH:4][c:5]([SH:8])[cH:6][cH:7]1.[F:42][c:43]1[c:44]([CH:50]([CH2:51][CH2:52][CH2:53][CH3:54])[OH:55])[cH:45][c:46]([F:49])[cH:47][cH:48]1.[O:28]=[C:29]([O:30][CH:31]([CH3:32])[CH3:33])[N:34]=[N:35][C:36]([O:37][CH:38]([CH3:39])[CH3:40])=[O:41].[c:9]1([P:10]([c:11]2[cH:12][cH:13][cH:14][cH:15][cH:16]2)[c:17]2[cH:18][cH:19][cH:20][cH:21][cH:22]2)[cH:23][cH:24][cH:25][cH:26][cH:27]1>>[Cl:1][c:2]1[cH:3][cH:4][c:5]([S:8][CH:50]([c:44]2[c:43]([F:42])[cH:48][cH:47][c:46]([F:49])[cH:45]2)[CH2:51][CH2:52][CH2:53][CH3:54])[cH:6][cH:7]1. The reactants are CCN(CC)C(C)C, Cl, CC(C)(C)OC(=O)NN, O=C(O)C1(Nc2ccccc2)CCCC1, CN(C)C=O, O, On1nnc2ccccc21. The product is CC(C)(C)OC(=O)NNC(=O)C1(Nc2ccccc2)CCCC1. Reaction SMILES: [CH2:37]([N:38]([CH:39]([CH3:40])[CH3:41])[CH2:42][CH3:43])[CH3:44].[ClH:1].[NH:28]([NH2:29])[C:30](=[O:31])[O:32][C:33]([CH3:34])([CH3:35])[CH3:36].[NH:2]([c:3]1[cH:4][cH:5][cH:6][cH:7][cH:8]1)[C:9]1([C:14](=[O:15])[OH:16])[CH2:10][CH2:11][CH2:12][CH2:13]1.[O:45]=[CH:46][N:47]([CH3:48])[CH3:49].[OH2:17].[n:18]1([OH:19])[c:20]2[cH:21][cH:22][cH:23][cH:24][c:25]2[n:26][n:27]1>>[NH:2]([c:3]1[cH:4][cH:5][cH:6][cH:7][cH:8]1)[C:9]1([C:14](=[O:16])[NH:29][NH:28][C:30](=[O:31])[O:32][C:33]([CH3:34])([CH3:35])[CH3:36])[CH2:10][CH2:11][CH2:12][CH2:13]1. The product is Fc1cc(Cl)cnc1Cl. The reactants are F, O=N[O-], Nc1cc(Cl)cnc1Cl, [Na+], O=S1(=O)CCCC1. Reaction SMILES: [FH:1].[N:11]([O-:12])=[O:13].[NH2:2][c:3]1[c:4]([Cl:10])[n:5][cH:6][c:7]([Cl:9])[cH:8]1.[Na+:14].[S:15]1(=[O:20])(=[O:21])[CH2:16][CH2:17][CH2:18][CH2:19]1>>[F:1][c:3]1[c:4]([Cl:10])[n:5][cH:6][c:7]([Cl:9])[cH:8]1. Reactants: Cc1ncnc2[nH]ccc12, CO, CCCS(=O)(=O)Nc1ccc(F)c(C=O)c1F, [K+], [OH-]. Product: CCCS(=O)(=O)Nc1ccc(F)c(C(O)c2c[nH]c3ncnc(C)c23)c1F. Reaction SMILES: [CH3:1][c:2]1[c:3]2[c:4]([n:5][cH:6][n:7]1)[nH:8][cH:9][cH:10]2.[CH3:30][OH:31].[F:11][c:12]1[c:13]([NH:21][S:22](=[O:23])(=[O:24])[CH2:25][CH2:26][CH3:27])[cH:14][cH:15][c:16]([F:20])[c:17]1[CH:18]=[O:19].[K+:29].[OH-:28]>>[CH3:1][c:2]1[c:3]2[c:4]([n:5][cH:6][n:7]1)[nH:8][cH:9][c:10]2[CH:18]([c:17]1[c:12]([F:11])[c:13]([NH:21][S:22](=[O:23])(=[O:24])[CH2:25][CH2:26][CH3:27])[cH:14][cH:15][c:16]1[F:20])[OH:19].